This data is from the Open Reaction Database (ORD), a public repository of structured organic reaction records. The task is: describe an organic reaction: reactants, conditions, products, and yield Reactants: CC(C)(C)c1nc2cc(S(=O)(=O)Cl)ccc2n1CC1CCC(F)CC1, C1CCOC1, [H-], [Na+], O=Cc1cc[nH]c1. The product is CC(C)(C)c1nc2cc(S(=O)(=O)n3ccc(C=O)c3)ccc2n1CC1CCC(F)CC1. RXN SMILES: [C:10]([CH3:11])([CH3:12])([CH3:13])[c:14]1[n:15][c:16]2[c:17]([n:18]1[CH2:19][CH:20]1[CH2:21][CH2:22][CH:23]([F:26])[CH2:24][CH2:25]1)[cH:27][cH:28][c:29]([S:31](=[O:32])(=[O:33])[Cl:34])[cH:30]2.[CH2:35]1[O:36][CH2:37][CH2:38][CH2:39]1.[H-:2].[Na+:1].[nH:3]1[cH:4][c:5]([CH:8]=[O:9])[cH:6][cH:7]1>>[n:3]1([S:31]([c:29]2[cH:28][cH:27][c:17]3[c:16]([n:15][c:14]([C:10]([CH3:11])([CH3:12])[CH3:13])[n:18]3[CH2:19][CH:20]3[CH2:21][CH2:22][CH:23]([F:26])[CH2:24][CH2:25]3)[cH:30]2)(=[O:32])=[O:33])[cH:4][c:5]([CH:8]=[O:9])[cH:6][cH:7]1.